From a dataset of the Open Reaction Database (ORD), a public repository of structured organic reaction records. describe an organic reaction: reactants, conditions, products, and yield The reactants are CC1(N=CC2=C3C(C(C(C2C1=O)CCCl)=O)=NC(=N3)CCC3=CC=CC=C3)C (7,7-dimethyl-2-phenethyl-5-(2-chloro-ethyl)-5H,7H-imidazo[4,5-h]isoquinoline-4,6-dione), COC=1C=C(C=CC1OC)CCN (2-(3,4-dimethoxy-phenyl)-ethylamine). Solvent: CCOCC (ether). Yields the product Cl.Cl.CC1(N=CC2=C3C(C(C(C2C1=O)CCNCCC1=CC(=C(C=C1)OC)OC)=O)=NC(=N3)CCC3=CC=CC=C3)C (7,7-Dimethyl-2-phenethyl-5-[2-(2-(3,4-dimethoxy-phenyl)ethylamino)-ethyl]-5H,7H-imidazo[4,5-h]isoquinoline-4,6-dione dihydrochloride). Reaction SMILES: [CH3:1][C:2]1([CH3:28])[C:11](=[O:12])[CH:10]2[C:5](=[C:6]3[N:19]=[C:18]([CH2:20][CH2:21][C:22]4[CH:27]=[CH:26][CH:25]=[CH:24][CH:23]=4)[N:17]=[C:7]3[C:8](=[O:16])[CH:9]2[CH2:13][CH2:14][Cl:15])[CH:4]=[N:3]1.[CH3:29][O:30][C:31]1[CH:32]=[C:33]([CH2:39][CH2:40][NH2:41])[CH:34]=[CH:35][C:36]=1[O:37][CH3:38]>CCOCC>[ClH:15].[ClH:15].[CH3:1][C:2]1([CH3:28])[C:11](=[O:12])[CH:10]2[C:5](=[C:6]3[N:19]=[C:18]([CH2:20][CH2:21][C:22]4[CH:27]=[CH:26][CH:25]=[CH:24][CH:23]=4)[N:17]=[C:7]3[C:8](=[O:16])[CH:9]2[CH2:13][CH2:14][NH:41][CH2:40][CH2:39][C:33]2[CH:34]=[CH:35][C:36]([O:37][CH3:38])=[C:31]([O:30][CH3:29])[CH:32]=2)[CH:4]=[N:3]1 |f:3.4.5|. Procedure: 2.8 gm of 7,7-dimethyl-2-phenethyl-5-(2-chloro-ethyl)-5H,7H-imidazo[4,5-h]isoquinoline-4,6-dione were heated at 150° C. for 40 minutes with 5 ml of 2-(3,4-dimethoxy-phenyl)-ethylamine. After cooling, the mixture was dissolved in ether, and the solution was several times extracted with water weakly acidified with acetic acid. The organic phase was evaporated, and the residue was dissolved in acetone. The dihycrochloride was precipitated from the acetone solution with ethereal hydrochloric acid. The product is N1C(=NC2=C1C=CC=C2)CCCN(C(CC2(C1C=C(C(C2)CC1)C=1SC=CC1)O)=O)C (rac-(1R*,2R*,4R*)-N-[3-(1H-benzoimidazol-2-yl)-propyl]-2-(2-hydroxy-5-thiophen-2-yl-bicyclo[2.2.2]oct-5-en-2-yl)-N-methyl-acetamide). Yield: 49.8%. Procedure: 100 mg of rac-(1R*,2R*,4R*)-(2-hydroxy-5-thiophen-2-yl-bicyclo[2.2.2]oct-5-en-2-yl)-acetic acid were dissolved in THF (0.15 mL)/DCM (0.6 mL). 0.194 mL of DIPEA, 77 mg of HOBt and 109 mg of EDC were added sequentially at rt. The reaction mixture was stirred for 10 min then 86 mg of [3-(1H-benzoimidazol-2-yl)-propyl]-methyl-amine were added at rt. The reaction mixture was stirred on at rt then diluted with DCM and washed with sat.-NaHCO3 and brine. The organic phase was dried over anh. Na2SO4, fil... Solvent: C1CCOC1 (THF), C(Cl)Cl (DCM), C(Cl)Cl (DCM), C(CCl)Cl (EDC). Reactants: OC1(C2C=C(C(C1)CC2)C=2SC=CC2)CC(=O)O (rac-(1R*,2R*,4R*)-(2-hydroxy-5-thiophen-2-yl-bicyclo[2.2.2]oct-5-en-2-yl)-acetic acid), N1C(=NC2=C1C=CC=C2)CCCNC ([3-(1H-benzoimidazol-2-yl)-propyl]-methyl-amine), CCN(C(C)C)C(C)C (DIPEA), C=1C=CC2=C(C1)N=NN2O (HOBt). Conditions: time 10 minute. Reaction SMILES: [OH:1][C:2]1([CH2:15][C:16](O)=[O:17])[CH2:7][CH:6]2[CH2:8][CH2:9][CH:3]1[CH:4]=[C:5]2[C:10]1[S:11][CH:12]=[CH:13][CH:14]=1.CCN(C(C)C)C(C)C.C1C=CC2N(O)N=NC=2C=1.[NH:38]1[C:42]2[CH:43]=[CH:44][CH:45]=[CH:46][C:41]=2[N:40]=[C:39]1[CH2:47][CH2:48][CH2:49][NH:50][CH3:51]>C1COCC1.C(Cl)Cl.C(Cl)CCl>[NH:38]1[C:42]2[CH:43]=[CH:44][CH:45]=[CH:46][C:41]=2[N:40]=[C:39]1[CH2:47][CH2:48][CH2:49][N:50]([CH3:51])[C:16](=[O:17])[CH2:15][C:2]1([OH:1])[CH2:7][CH:6]2[CH2:8][CH2:9][CH:3]1[CH:4]=[C:5]2[C:10]1[S:11][CH:12]=[CH:13][CH:14]=1.